Dataset: the Open Reaction Database (ORD), a public repository of structured organic reaction records. Task: describe an organic reaction: reactants, conditions, products, and yield Reactants: C, CCO, CCOC(=O)c1cnc2c(c(C)nn2-c2ccccn2)c1N=[N+]=[N-], [Pd]. Product: CCOC(=O)c1cnc2c(c(C)nn2-c2ccccn2)c1N. As a reaction SMILES: [C:28].[CH3:25][CH2:26][OH:27].[N:1](=[N+:2]=[N-:3])[c:4]1[c:5]2[c:6]([n:7][cH:8][c:9]1[C:10](=[O:11])[O:12][CH2:13][CH3:14])[n:15](-[c:19]1[n:20][cH:21][cH:22][cH:23][cH:24]1)[n:16][c:17]2[CH3:18].[Pd:29]>>[NH2:1][c:4]1[c:5]2[c:6]([n:7][cH:8][c:9]1[C:10](=[O:11])[O:12][CH2:13][CH3:14])[n:15](-[c:19]1[n:20][cH:21][cH:22][cH:23][cH:24]1)[n:16][c:17]2[CH3:18].